This data is from the Open Reaction Database (ORD), a public repository of structured organic reaction records. The task is: describe an organic reaction: reactants, conditions, products, and yield Reactants: O=C1Cc2c(cccc2-c2cccc(Br)c2)N1, C1CCNCC1, CCO, Cc1cc(C(=O)NCCn2ccnn2)c(C=O)[nH]1. Product: Cc1cc(C(=O)NCCn2ccnn2)c(C=C2C(=O)Nc3cccc(-c4cccc(Br)c4)c32)[nH]1. Reaction SMILES: [Br:1][c:2]1[cH:3][c:4](-[c:8]2[c:9]3[c:13]([cH:14][cH:15][cH:16]2)[NH:12][C:11](=[O:17])[CH2:10]3)[cH:5][cH:6][cH:7]1.[CH2:36]1[CH2:37][CH2:38][NH:39][CH2:40][CH2:41]1.[CH3:42][CH2:43][OH:44].[n:18]1([CH2:23][CH2:24][NH:25][C:26](=[O:27])[c:28]2[c:29]([CH:34]=[O:35])[nH:30][c:31]([CH3:33])[cH:32]2)[n:19][n:20][cH:21][cH:22]1>>[Br:1][c:2]1[cH:3][c:4](-[c:8]2[c:9]3[c:13]([cH:14][cH:15][cH:16]2)[NH:12][C:11](=[O:17])[C:10]3=[CH:34][c:29]2[c:28]([C:26]([NH:25][CH2:24][CH2:23][n:18]3[n:19][n:20][cH:21][cH:22]3)=[O:27])[cH:32][c:31]([CH3:33])[nH:30]2)[cH:5][cH:6][cH:7]1.